From a dataset of the Open Reaction Database (ORD), a public repository of structured organic reaction records. describe an organic reaction: reactants, conditions, products, and yield Starting materials: OC1=C(C(=O)OC)C=C(C(=C1C)C)B1OC(C(O1)(C)C)(C)C (methyl 2-hydroxy-3,4-dimethyl-5-(4,4,5,5-tetramethyl-1,3,2-dioxaborolan-2-yl)benzoate), BrCC1=CC(=C(C=C1)F)OC (4-(bromomethyl)-1-fluoro-2-methoxybenzene), C([O-])([O-])=O.[Na+].[Na+] (sodium carbonate). The reagents and catalysts are C1=CC=C(C=C1)P([C-]2C=CC=C2)C3=CC=CC=C3.C1=CC=C(C=C1)P([C-]2C=CC=C2)C3=CC=CC=C3.Cl[Pd]Cl.[Fe+2].ClCCl ([1,1′-bis(diphenylphosphino)ferrocene]dichloropalladium(II) dichloromethane). Run in COCCOC (DME), C(C)(=O)OCC (ethyl acetate). Reaction conditions: temperature 80 celsius, time 8 hour. The product is FC1=C(C=C(CC=2C(=C(C(=C(C(=O)OC)C2)O)C)C)C=C1)OC (methyl 5-(4-fluoro-3-methoxybenzyl)-2-hydroxy-3,4-dimethylbenzoate). The yield is 86.6%. RXN SMILES: [OH:1][C:2]1[C:11]([CH3:12])=[C:10]([CH3:13])[C:9](B2OC(C)(C)C(C)(C)O2)=[CH:8][C:3]=1[C:4]([O:6][CH3:7])=[O:5].Br[CH2:24][C:25]1[CH:30]=[CH:29][C:28]([F:31])=[C:27]([O:32][CH3:33])[CH:26]=1.C(=O)([O-])[O-].[Na+].[Na+]>COCCOC.C(OCC)(=O)C.C1C=CC(P(C2C=CC=CC=2)[C-]2C=CC=C2)=CC=1.C1C=CC(P(C2C=CC=CC=2)[C-]2C=CC=C2)=CC=1.Cl[Pd]Cl.[Fe+2].ClCCl>[F:31][C:28]1[CH:29]=[CH:30][C:25]([CH2:24][C:9]2[C:10]([CH3:13])=[C:11]([CH3:12])[C:2]([OH:1])=[C:3]([CH:8]=2)[C:4]([O:6][CH3:7])=[O:5])=[CH:26][C:27]=1[O:32][CH3:33] |f:2.3.4,7.8.9.10.11|. Procedure: To a solution of methyl 2-hydroxy-3,4-dimethyl-5-(4,4,5,5-tetramethyl-1,3,2-dioxaborolan-2-yl)benzoate (0.50 g) in DME (12.0 mL) were added 4-(bromomethyl)-1-fluoro-2-methoxybenzene (0.39 g), [1,1′-bis(diphenylphosphino)ferrocene]dichloropalladium(II) dichloromethane adduct (0.07 g) and 2 mol/L aqueous sodium carbonate solution (1.63 mL), and the mixture was stirred overnight at 80° C. under argon atmosphere. The reaction mixture was allowed to be cooled to room temperature, and diluted with eth... The reactants are CC(C)=O, COc1ccc(C(C)(C)C)cc1S(=O)(=O)Cl, N, O. Product: COc1ccc(C(C)(C)C)cc1S(N)(=O)=O. Reaction SMILES: [CH3:19][C:20](=[O:21])[CH3:22].[CH3:1][C:2]([CH3:3])([CH3:4])[c:5]1[cH:6][c:7]([S:13](=[O:14])(=[O:15])[Cl:16])[c:8]([O:11][CH3:12])[cH:9][cH:10]1.[NH3:17].[OH2:18]>>[CH3:1][C:2]([CH3:3])([CH3:4])[c:5]1[cH:6][c:7]([S:13](=[O:14])(=[O:15])[NH2:17])[c:8]([O:11][CH3:12])[cH:9][cH:10]1. Reactants: sugars, O=C[C@H](O)[C@@H](O)[C@H](O)CO (xylose), aqueous solution, CO[C@@H]1CO[C@H]([C@@H]([C@H]1O)O[C@@H]2[C@@H]([C@H](C=C(O2)C(=O)O)O)O)OC (hexenuronic acid). Yields the product C1[C@H]([C@@H]([C@H]([C@@H](O1)O[C@H](CO)[C@@H]([C@H](C=O)O)O)O)O)O (xylobiose). As a reaction SMILES: C[O:2][C@H:3]1[C@H:8]([OH:9])[C@@H:7]([O:10][C@H:11]2[O:16][C:15](C(O)=O)=[CH:14][C@H:13]([OH:20])[C@H:12]2[OH:21])[C@H:6]([O:22]C)[O:5][CH2:4]1.[O:24]=C[C@@H]([C@H]([C@@H](CO)O)O)O>>[CH2:15]1[O:16][C@@H:11]([O:10][C@@H:7]([C@H:8]([OH:9])[C@@H:3]([OH:2])[CH:4]=[O:5])[CH2:6][OH:22])[C@H:12]([OH:21])[C@@H:13]([OH:20])[C@@H:14]1[OH:24]. Reported procedure: The xylobiose or xylotriose liberated in the hydrolysis reaction was detected by developing the plate as follows: The plate was air-dried for appr. 10 minutes. After this the plate was sprayed with the developer (10% H2O, 10% conc. H2SO4, 80% ethanol and 0.2% 3.5-dihydroxytoluene, orcin: Merck 820933). The plate was dried (appr. 10 min on a paper) and developed by incubating it at 105-110° C. for 10 min. The xylobiose (and xylose, in the presence of β-xylosidase in the enzyme sample) formed coul... Reactants: CCOC(=O)CBr, O=C([O-])[O-], CN(C)C=O, CC(C)Nc1ccccc1, [I-], [K+], [K+], [Na+]. Product: CCOC(=O)CN(c1ccccc1)C(C)C. Reaction SMILES: [Br:11][CH2:12][C:13](=[O:14])[O:15][CH2:16][CH3:17].[C:18](=[O:19])([O-:20])[O-:21].[CH3:26][N:27]([CH3:28])[CH:29]=[O:30].[CH:1]([CH3:2])([CH3:3])[NH:4][c:5]1[cH:6][cH:7][cH:8][cH:9][cH:10]1.[I-:25].[K+:22].[K+:23].[Na+:24]>>[CH:1]([CH3:2])([CH3:3])[N:4]([c:5]1[cH:6][cH:7][cH:8][cH:9][cH:10]1)[CH2:12][C:13](=[O:14])[O:15][CH2:16][CH3:17]. The reactants are COCCBr, COc1cccc(CO)c1O. The product is COCCOc1c(CO)cccc1OC. Reaction SMILES: [CH3:12][O:13][CH2:14][CH2:15][Br:16].[OH:1][CH2:2][c:3]1[c:4]([OH:11])[c:5]([O:9][CH3:10])[cH:6][cH:7][cH:8]1>>[OH:1][CH2:2][c:3]1[c:4]([O:11][CH2:15][CH2:14][O:13][CH3:12])[c:5]([O:9][CH3:10])[cH:6][cH:7][cH:8]1. The reactants are ClCCl, Fc1cc2nc(COc3ccccc3)n(Cc3ccc(OC(F)(F)F)cc3)c2cc1N1CCNCC1, O=C(Cl)Cc1ccccc1. The product is O=C(Cc1ccccc1)N1CCN(c2cc3c(cc2F)nc(COc2ccccc2)n3Cc2ccc(OC(F)(F)F)cc2)CC1. RXN SMILES: [Cl:47][CH2:48][Cl:49].[F:1][c:2]1[cH:3][c:4]2[c:5]([n:6]([CH2:17][c:18]3[cH:19][cH:20][c:21]([O:24][C:25]([F:26])([F:27])[F:28])[cH:22][cH:23]3)[c:7]([CH2:9][O:10][c:11]3[cH:12][cH:13][cH:14][cH:15][cH:16]3)[n:8]2)[cH:29][c:30]1[N:31]1[CH2:32][CH2:33][NH:34][CH2:35][CH2:36]1.[c:37]1([CH2:43][C:44](=[O:45])[Cl:46])[cH:38][cH:39][cH:40][cH:41][cH:42]1>>[F:1][c:2]1[cH:3][c:4]2[c:5]([n:6]([CH2:17][c:18]3[cH:19][cH:20][c:21]([O:24][C:25]([F:26])([F:27])[F:28])[cH:22][cH:23]3)[c:7]([CH2:9][O:10][c:11]3[cH:12][cH:13][cH:14][cH:15][cH:16]3)[n:8]2)[cH:29][c:30]1[N:31]1[CH2:32][CH2:33][N:34]([C:44]([CH2:43][c:37]2[cH:38][cH:39][cH:40][cH:41][cH:42]2)=[O:45])[CH2:35][CH2:36]1. Starting materials: [OH-].[NH4+] (ammonium hydroxide), ClS(=O)(=O)C1=CC=C(C=C1)NP(=O)(Cl)Cl (N-(4-chlorosulfonylphenyl)phosphoramidic dichloride), CNC1=CC=CC=C1 (N-methylaniline), Cl (hydrochloric acid). Solvent: O (water). Reaction conditions: temperature 0 celsius. The product is C1(=CC=CC=C1)N(S(=O)(=O)C1=CC=C(N)C=C1)C (4-(N-phenyl-N-methylaminosulfonyl)aniline). The yield is 76.4%. Reaction SMILES: Cl[S:2]([C:5]1[CH:10]=[CH:9][C:8]([NH:11]P(Cl)(Cl)=O)=[CH:7][CH:6]=1)(=[O:4])=[O:3].[CH3:16][NH:17][C:18]1[CH:23]=[CH:22][CH:21]=[CH:20][CH:19]=1.Cl.[OH-].[NH4+]>O>[C:18]1([N:17]([CH3:16])[S:2]([C:5]2[CH:10]=[CH:9][C:8]([NH2:11])=[CH:7][CH:6]=2)(=[O:4])=[O:3])[CH:23]=[CH:22][CH:21]=[CH:20][CH:19]=1 |f:3.4|. Procedure: A suspension of N-(4-chlorosulfonylphenyl)phosphoramidic dichloride (1.0 g) and N-methylaniline (2.49 g) in water (5 ml) was heated at reflux for 18 hours. After cooling to 0° C. and adjustment to pH2 with concentrated hydrochloric acid, the suspension was heated at reflux for 30 minutes, then cooled to 0° C. and adjusted to pH 8 with concentrated ammonium hydroxide. The suspension was extracted with ethyl acetate (3×40 ml), the combined organic extracts were washed with brine, dried (Na2SO4), a...